Dataset: the Open Reaction Database (ORD), a public repository of structured organic reaction records. Task: describe an organic reaction: reactants, conditions, products, and yield Starting materials: CC1=NNC(=C1)[N+](=O)[O-] (3-methyl-5-nitro-1H-pyrazole), S(=O)(=O)(Cl)Cl (sulfuryl chloride). The reagents and catalysts are CN(C)C=O (DMF). Solvent: C(Cl)(Cl)Cl (chloroform). Conditions: temperature 115 celsius, time 48 hour. The product is ClC=1C(=NNC1[N+](=O)[O-])C (4-chloro-3-methyl-5-nitro-1H-pyrazole). Yield: 92.0%. RXN SMILES: [CH3:1][C:2]1[CH:6]=[C:5]([N+:7]([O-:9])=[O:8])[NH:4][N:3]=1.S(Cl)([Cl:13])(=O)=O>C(Cl)(Cl)Cl.CN(C=O)C>[Cl:13][C:6]1[C:2]([CH3:1])=[N:3][NH:4][C:5]=1[N+:7]([O-:9])=[O:8]. Procedure: Nitropyrazole 9 (10.0 g, 78.68 mmol) was dissolved in a mixture of chloroform (500 mL) with 1 drop DMF. To this was added sulfuryl chloride (9.60 mL, 14.33 g, 118.0 mmol) and the mixture heated to reflux for 20 hour at 115° C. external temperature. After additional 48 hours stirring at ambient temperature the mixture was evaporated to dryness in vacuo, dichloromethane (250 mL) added and the solution again evaporated in vacuo. Crude 15 was purified by column chromatography (1 kg SiO2, 0-10% metha... Yields the product OCCCCNS(=O)(=O)C1=CC(=C(C=C1)Br)F (4-Bromo-3-fluorophenyl-sulfonic acid-(4-hydroxybutyl)-amide). Reaction SMILES: [Br:1][C:2]1[CH:7]=[CH:6][C:5]([S:8](Cl)(=[O:10])=[O:9])=[CH:4][C:3]=1[F:12].[NH2:13][CH2:14][CH2:15][CH2:16][CH2:17][OH:18]>>[OH:18][CH2:17][CH2:16][CH2:15][CH2:14][NH:13][S:8]([C:5]1[CH:6]=[CH:7][C:2]([Br:1])=[C:3]([F:12])[CH:4]=1)(=[O:10])=[O:9]. Procedure: Using a method analogous to that described in Example 1, 4-bromo-3-fluorophenyl sulphonyl chloride was reacted with 4-aminobutanol, and the title compound obtained as a white solid after recrystallisation from ether/petrol. δC (CDCl3, 62.9 MHz): 26.5, 29.4, 43.2, 62.2, 114.5 (d, J 20.5), 115.3 (d, J 25.4), 123.7 (d, 3.9), 134.5, 141.2 (d, 5.9) and 158.9 (d, J 252). Reactants: BrC1=C(C=C(C=C1)S(=O)(=O)Cl)F (4-bromo-3-fluorophenyl sulphonyl chloride), NCCCCO (4-aminobutanol).